This data is from the Open Reaction Database (ORD), a public repository of structured organic reaction records. The task is: describe an organic reaction: reactants, conditions, products, and yield Starting materials: O=C([O-])O, CCCCOC(=O)CC1c2ccc(C#N)c(C)c2CCN1C(=O)OC(C)(C)C, CCO, Cl, NO, [Na+]. Yields the product CCCCOC(=O)CC1c2ccc(C(=N)NO)c(C)c2CCN1C(=O)OC(C)(C)C. Reaction SMILES: [C:32](=[O:33])([OH:34])[O-:35].[CH2:1]([CH2:2][CH2:3][CH3:4])[O:5][C:6]([CH2:7][CH:8]1[N:9]([C:21](=[O:22])[O:23][C:24]([CH3:25])([CH3:26])[CH3:27])[CH2:10][CH2:11][c:12]2[c:13]([CH3:20])[c:14]([C:18]#[N:19])[cH:15][cH:16][c:17]21)=[O:28].[CH3:37][CH2:38][OH:39].[ClH:29].[NH2:30][OH:31].[Na+:36]>>[CH2:1]([CH2:2][CH2:3][CH3:4])[O:5][C:6]([CH2:7][CH:8]1[N:9]([C:21](=[O:22])[O:23][C:24]([CH3:25])([CH3:26])[CH3:27])[CH2:10][CH2:11][c:12]2[c:13]([CH3:20])[c:14]([C:18](=[NH:19])[NH:30][OH:31])[cH:15][cH:16][c:17]21)=[O:28]. Yields the product C(C1=CC=CC=C1)OC(=O)N[C@@H](C(C)C)C1=NOC(C1)(C(=O)N[C@@H](CC(=O)O)C(C)=O)COC1=CC=CC=C1 ((3S)-3-{3-[(1S)-1-benzyloxycarbonylamino-2-methyl-propyl]-5-phenoxymethyl-4,5-dihydro-isoxazole-5-carbonyl-amino}-4-keto-pentanoic Acid), compound 10. The reactants are C(C)(C)(C)OC(C[C@@H](C(C)=O)NC(=O)C1(CC(=NO1)[C@H](C(C)C)NC(=O)OCC1=CC=CC=C1)COC1=CC=CC=C1)=O ((3S)-3-{3-[(1S)-1-phenylmethyloxycarbonylamino-2-methyl-propyl]-5-phenoxymethyl-4,5-dihydro-isoxazole-5-carbonyl-amino}-4-keto-pentanoic acid t-butyl ester), C(=O)(C(F)(F)F)O (TFA). Procedure details: A solution of (3S)-3-{3-[(1S)-1-phenylmethyloxycarbonylamino-2-methyl-propyl]-5-phenoxymethyl-4,5-dihydro-isoxazole-5-carbonyl-amino}-4-keto-pentanoic acid t-butyl ester (less polar diastereomer) (44 mg) in CH2Cl2 (2 mL) at 0° C. was treated with TFA (1 mL). The reaction mixture was stirred for 2 h while slowly warming to room temperature. Concentration gave the title compound (compound 10, quantitative). As a reaction SMILES: C([O:5][C:6](=[O:43])[CH2:7][C@H:8]([NH:12][C:13]([C:15]1([CH2:35][O:36][C:37]2[CH:42]=[CH:41][CH:40]=[CH:39][CH:38]=2)[O:19][N:18]=[C:17]([C@@H:20]([NH:24][C:25]([O:27][CH2:28][C:29]2[CH:34]=[CH:33][CH:32]=[CH:31][CH:30]=2)=[O:26])[CH:21]([CH3:23])[CH3:22])[CH2:16]1)=[O:14])[C:9](=[O:11])[CH3:10])(C)(C)C.C(O)(C(F)(F)F)=O>C(Cl)Cl>[CH2:28]([O:27][C:25]([NH:24][C@H:20]([C:17]1[CH2:16][C:15]([CH2:35][O:36][C:37]2[CH:38]=[CH:39][CH:40]=[CH:41][CH:42]=2)([C:13]([NH:12][C@H:8]([C:9](=[O:11])[CH3:10])[CH2:7][C:6]([OH:43])=[O:5])=[O:14])[O:19][N:18]=1)[CH:21]([CH3:22])[CH3:23])=[O:26])[C:29]1[CH:34]=[CH:33][CH:32]=[CH:31][CH:30]=1. The solvent is C(Cl)Cl (CH2Cl2). Run at time 2 hour. The solvent is FC=1C=C(CN)C=CC1 (3-fluorobenzylamine), C(C)O (ethanol). Procedure: The title compound is prepared from a mixture of (R)-6-fluoro-3-(4-oxiranylmethoxy-phenyl)-benzo[d]isoxazole in dimethylformamide and 3-fluorobenzylamine in ethanol, essentially as described above in Example 70. Purity by LC/MS=100%, [M+H]+=411. As a reaction SMILES: [F:1][C:2]1[CH:21]=[CH:20][C:5]2[C:6]([C:9]3[CH:14]=[CH:13][C:12]([O:15][CH2:16][C@H:17]4[CH2:19][O:18]4)=[CH:11][CH:10]=3)=[N:7][O:8][C:4]=2[CH:3]=1.C[N:23]([CH3:26])C=O>FC1C=C(C=CC=1)CN.C(O)C>[F:1][C:2]1[CH:21]=[CH:20][C:5]2[C:6]([C:9]3[CH:10]=[CH:11][C:12]([O:15][CH2:16][C@H:17]([OH:18])[CH2:19][NH:23][CH2:26][C:4]4[CH:5]=[CH:20][CH:21]=[C:2]([F:1])[CH:3]=4)=[CH:13][CH:14]=3)=[N:7][O:8][C:4]=2[CH:3]=1. Starting materials: FC1=CC2=C(C(=NO2)C2=CC=C(C=C2)OC[C@@H]2OC2)C=C1 ((R)-6-fluoro-3-(4-oxiranylmethoxy-phenyl)-benzo[d]isoxazole), CN(C=O)C (dimethylformamide). The product is FC1=CC2=C(C(=NO2)C2=CC=C(OC[C@@H](CNCC3=CC(=CC=C3)F)O)C=C2)C=C1 ((R)-1-[4-(6-fluoro-benzo[d]isoxazol-3-yl)-phenoxy]-3-(3-fluoro-benzylamino)-propan-2-ol). The reactants are CC=1C=CC(=CC1)S(=O)(=O)O (TsOH), C(C)(C)(C)NC1=NC2=CC=C(C=C2C=C1C(CCCCO)O)C1=C(C=CC=C1C)C(=O)N1CCCC1 ((2-(2-(tert-butylamino)-3-(1,5-dihydroxypentyl)quinolin-6-yl)-3-methylphenyl)(pyrrolidin-1-yl)methanone). Run in C1(=CC=CC=C1)C (toluene). Yields the product NC1=NC2=CC=C(C=C2C=C1C1OCCCC1)C1=C(C=CC=C1C)C(=O)N1CCCC1 ((2-(2-amino-3-(tetrahydro-2H-pyran-2-yl)quinolin-6-yl)-3-methylphenyl)(pyrrolidin-1-yl)methanone). RXN SMILES: CC1C=CC(S(O)(=O)=O)=CC=1.C([NH:16][C:17]1[C:26]([CH:27](O)[CH2:28][CH2:29][CH2:30][CH2:31][OH:32])=[CH:25][C:24]2[C:19](=[CH:20][CH:21]=[C:22]([C:34]3[C:39]([CH3:40])=[CH:38][CH:37]=[CH:36][C:35]=3[C:41]([N:43]3[CH2:47][CH2:46][CH2:45][CH2:44]3)=[O:42])[CH:23]=2)[N:18]=1)(C)(C)C>C1(C)C=CC=CC=1>[NH2:16][C:17]1[C:26]([CH:27]2[CH2:28][CH2:29][CH2:30][CH2:31][O:32]2)=[CH:25][C:24]2[C:19](=[CH:20][CH:21]=[C:22]([C:34]3[C:39]([CH3:40])=[CH:38][CH:37]=[CH:36][C:35]=3[C:41]([N:43]3[CH2:44][CH2:45][CH2:46][CH2:47]3)=[O:42])[CH:23]=2)[N:18]=1. Reported procedure: TsOH (0.109 g, 0.572 mmol) was added to a solution of (2-(2-(tert-butylamino)-3-(1,5-dihydroxypentyl)quinolin-6-yl)-3-methylphenyl)(pyrrolidin-1-yl)methanone (0.070 g, 0.143 mmol) in toluene (2.0 mL) and the reaction was refluxed for 1.5 h. The reaction was concentrated and diluted with 10% sodium carbonate and extracted with dichloromethane. The combined organic extracts were washed with saturated sodium chloride, and dried over sodium sulfate. The solution was filtered and concentrated in vacu...